This data is from the Open Reaction Database (ORD), a public repository of structured organic reaction records. The task is: describe an organic reaction: reactants, conditions, products, and yield The reactants are C[Mg]Br (methylmagnesium bromide), NC1=C(C=C(C=N1)C=1C(=NN(C1)C1CCN(CC1)C(=O)OC(C)(C)C)C=O)C=1OC2=C(N1)C=CC=C2 (tert-butyl 4-[4-[6-amino-5-(1,3-benzoxazol-2-yl)-3-pyridyl]-3-formyl-pyrazol-1-yl]piperidine-1-carboxylate). Solvent: O1CCCC1 (tetrahydrofuran). Reaction conditions: time 1 minute. Product: NC1=C(C=C(C=N1)C=1C(=NN(C1)C1CCN(CC1)C(=O)OC(C)(C)C)C(C)O)C=1OC2=C(N1)C=CC=C2 (tert-butyl 4-[4-[6-amino-5-(1,3-benzoxazol-2-yl)-3-pyridyl]-3-(1-hydroxyethyl)pyrazol-1-yl]piperidine-1-carboxylate). Reaction SMILES: [CH3:1][Mg]Br.[NH2:4][C:5]1[N:10]=[CH:9][C:8]([C:11]2[C:12]([CH:29]=[O:30])=[N:13][N:14]([CH:16]3[CH2:21][CH2:20][N:19]([C:22]([O:24][C:25]([CH3:28])([CH3:27])[CH3:26])=[O:23])[CH2:18][CH2:17]3)[CH:15]=2)=[CH:7][C:6]=1[C:31]1[O:32][C:33]2[CH:39]=[CH:38][CH:37]=[CH:36][C:34]=2[N:35]=1>O1CCCC1>[NH2:4][C:5]1[N:10]=[CH:9][C:8]([C:11]2[C:12]([CH:29]([OH:30])[CH3:1])=[N:13][N:14]([CH:16]3[CH2:17][CH2:18][N:19]([C:22]([O:24][C:25]([CH3:28])([CH3:26])[CH3:27])=[O:23])[CH2:20][CH2:21]3)[CH:15]=2)=[CH:7][C:6]=1[C:31]1[O:32][C:33]2[CH:39]=[CH:38][CH:37]=[CH:36][C:34]=2[N:35]=1. Reported procedure: Over a period of 1 minute at −10° C. under nitrogen, a solution of methylmagnesium bromide (1.287 ml, 1.4M in toluene) was added portionwise to a stirred solution of tert-butyl 4-[4-[6-amino-5-(1,3-benzoxazol-2-yl)-3-pyridyl]-3-formyl-pyrazol-1-yl]piperidine-1-carboxylate (0.44 g), dissolved in tetrahydrofuran (10 ml). The resulting solution was stirred at room temperature for 1 hour. The reaction mixture was allowed to warm to room temperature under stirring over a period of 1 hour, quenched wi... The reactants are Cl.C(#N)C=1C=CC2=C(CN([C@@H](CN2CC=2C=NC=CC2)CC2=CC=CC=C2)S(=O)(=O)C=2SC=CC2)C1 ((R)-7-Cyano-2,3,4,5-tetrahydro-3-(phenylmethyl)-1-(3-pyridinylmethyl)-4-(2-thienesulfonyl)-1H-1,4-benzodiazepine, Hydrochloride), C(CC)S(=O)(=O)Cl (1-propanesulfonylchloride), Cl.C(#N)C=1C=CC2=C(CN([C@@H](CN2CC=2C=NC=CC2)CC2=CC=CC=C2)S(=O)(=O)C=2SC=CC2)C1 ((R)-7-Cyano-2,3,4,5-tetrahydro-3-(phenylmethyl)-1-(3-pyridinylmethyl)-4-(2-thienesulfonyl)-1H-1,4-benzodiazepine, Hydrochloride). The product is C(#N)C=1C=CC2=C(CN([C@@H](CN2)CC2=CC=CC=C2)S(=O)(=O)CCC)C1 ((R)-7-Cyano-2,3,4,5-tetrahydro-4-(propylsulfonyl)-3-(phenylmethyl)-1H-1,4-benzodiazepine). Reaction SMILES: Cl.[C:2]([C:4]1[CH:5]=[CH:6][C:7]2[N:13](CC3C=NC=CC=3)[CH2:12][C@@H:11]([CH2:21][C:22]3[CH:27]=[CH:26][CH:25]=[CH:24][CH:23]=3)[N:10]([S:28]([C:31]3SC=[CH:34][CH:35]=3)(=[O:30])=[O:29])[CH2:9][C:8]=2[CH:36]=1)#[N:3].C(S(Cl)(=O)=O)CC>>[C:2]([C:4]1[CH:5]=[CH:6][C:7]2[NH:13][CH2:12][C@@H:11]([CH2:21][C:22]3[CH:27]=[CH:26][CH:25]=[CH:24][CH:23]=3)[N:10]([S:28]([CH2:31][CH2:35][CH3:34])(=[O:29])=[O:30])[CH2:9][C:8]=2[CH:36]=1)#[N:3] |f:0.1|. Reported procedure: The title compound was prepared by reaction of Compound A of Example 23 with 1-propanesulfonylchloride following the procedure of Compound B of Example 23. Starting materials: CCN(CC)CCN1CCCc2cc([N+](=O)[O-])ccc21, CCO, [H][H]. Product: CCN(CC)CCN1CCCc2cc(N)ccc21. RXN SMILES: [CH2:1]([CH3:2])[N:3]([CH2:4][CH2:5][N:6]1[CH2:7][CH2:8][CH2:9][c:10]2[cH:11][c:12]([N+:16]([O-:17])=[O:18])[cH:13][cH:14][c:15]21)[CH2:19][CH3:20].[CH3:23][CH2:24][OH:25].[H:21][H:22]>>[CH2:1]([CH3:2])[N:3]([CH2:4][CH2:5][N:6]1[CH2:7][CH2:8][CH2:9][c:10]2[cH:11][c:12]([NH2:16])[cH:13][cH:14][c:15]21)[CH2:19][CH3:20]. Starting materials: COc1ccc(P2(=S)SP(=S)(c3ccc(OC)cc3)S2)cc1, Cc1ccccc1, C[SH](CC(N)=O)(c1ccc(F)cc1)(c1ccc(F)cc1)c1ccccc1F. Yields the product C[SH](CC(N)=S)(c1ccc(F)cc1)(c1ccc(F)cc1)c1ccccc1F. As a reaction SMILES: [CH3:28][O:29][c:30]1[cH:31][cH:32][c:33]([P:34]2(=[S:37])[S:35][P:36]([c:38]3[cH:39][cH:40][c:41]([O:42][CH3:43])[cH:44][cH:45]3)(=[S:46])[S:47]2)[cH:48][cH:49]1.[CH3:50][c:51]1[cH:52][cH:53][cH:54][cH:55][cH:56]1.[F:1][c:2]1[cH:3][cH:4][c:5]([SH:8]([CH2:9][C:10](=[O:11])[NH2:12])([CH3:13])([c:14]2[c:15]([F:20])[cH:16][cH:17][cH:18][cH:19]2)[c:21]2[cH:22][cH:23][c:24]([F:27])[cH:25][cH:26]2)[cH:6][cH:7]1>>[F:1][c:2]1[cH:3][cH:4][c:5]([SH:8]([CH2:9][C:10]([NH2:12])=[S:37])([CH3:13])([c:14]2[c:15]([F:20])[cH:16][cH:17][cH:18][cH:19]2)[c:21]2[cH:22][cH:23][c:24]([F:27])[cH:25][cH:26]2)[cH:6][cH:7]1. The product is CC(C)c1noc(C2CCC(NN)CC2)n1. Reactants: [BH4-], CO, CC(C)c1noc(C2CCC(=O)CC2)n1, NN, [Na+], O, O. As a reaction SMILES: [BH4-:19].[CH3:22][OH:23].[CH:1]([CH3:2])([CH3:3])[c:4]1[n:5][o:6][c:7]([CH:9]2[CH2:10][CH2:11][C:12](=[O:15])[CH2:13][CH2:14]2)[n:8]1.[NH2:17][NH2:18].[Na+:20].[OH2:16].[OH2:21]>>[CH:1]([CH3:2])([CH3:3])[c:4]1[n:5][o:6][c:7]([CH:9]2[CH2:10][CH2:11][CH:12]([NH:17][NH2:18])[CH2:13][CH2:14]2)[n:8]1. Starting materials: ClC1=C(N)C=CC=C1 (2-Chloroaniline), ClC1=NC(=CC=C1[N+](=O)[O-])Cl (2,6-dichloro-3-nitropyridine). Solvent: C(C)O (ethanol). Run at temperature 180 celsius. The product is ClC1=CC=C(C(=N1)NC1=C(C=CC=C1)Cl)[N+](=O)[O-] (6-Chloro-N-(2-chlorophenyl)-3-nitropyridin-2-amine). The yield is 58.8%. Reaction SMILES: [Cl:1][C:2]1[CH:8]=[CH:7][CH:6]=[CH:5][C:3]=1[NH2:4].Cl[C:10]1[C:15]([N+:16]([O-:18])=[O:17])=[CH:14][CH:13]=[C:12]([Cl:19])[N:11]=1>C(O)C>[Cl:19][C:12]1[N:11]=[C:10]([NH:4][C:3]2[CH:5]=[CH:6][CH:7]=[CH:8][C:2]=2[Cl:1])[C:15]([N+:16]([O-:18])=[O:17])=[CH:14][CH:13]=1. Reported procedure: 2-Chloroaniline (1.32 mL, 10.4 mmol) was added to 2,6-dichloro-3-nitropyridine (1.00 g, 5.18 mmol) in ethanol (4 mL) and the solution was heated to 180° C. for 12 minutes under microwave irradiation in a heavy walled sealed tube. After cooling to room temperature, the resulting precipitate was collected by vacuum filtration, washed with cold ethanol and dried to give the title compound (0.8650 g). LCMS m/z=284.1 [M+H]+; 1H NMR (400 MHz, acetonitrile-d3) δ ppm 6.97 (d, J=8.6 Hz, 1H), 7.23 (td, J1... Reactants: COC=1C=C2C(C(=NC2=CC1)C)(C)C (5-methoxy-2,3,3-trimethyl-3H-indole), [N+](=O)([O-])C=1C=C(CI)C=C(C1)[N+](=O)[O-] (3,5-dinitrobenzyl iodide). The solvent is ClC1=C(C=CC=C1)Cl (1,2-dichlorobenzene). Conditions: temperature 75 celsius. Product: [I-].[N+](=O)([O-])C=1C=C(C[N+]2=C(C(C3=CC(=CC=C23)OC)(C)C)C)C=C(C1)[N+](=O)[O-] (1-(3,5-dinitrobenzyl)-5-methoxy-2,3,3-trimethyl-3H-indolium iodide). Isolated yield 52.5%. As a reaction SMILES: [CH3:1][O:2][C:3]1[CH:4]=[C:5]2[C:9](=[CH:10][CH:11]=1)[N:8]=[C:7]([CH3:12])[C:6]2([CH3:14])[CH3:13].[N+:15]([C:18]1[CH:19]=[C:20]([CH:23]=[C:24]([N+:26]([O-:28])=[O:27])[CH:25]=1)[CH2:21][I:22])([O-:17])=[O:16]>ClC1C=CC=CC=1Cl>[I-:22].[N+:15]([C:18]1[CH:19]=[C:20]([CH:23]=[C:24]([N+:26]([O-:28])=[O:27])[CH:25]=1)[CH2:21][N+:8]1[C:9]2[C:5](=[CH:4][C:3]([O:2][CH3:1])=[CH:11][CH:10]=2)[C:6]([CH3:14])([CH3:13])[C:7]=1[CH3:12])([O-:17])=[O:16] |f:3.4|. Procedure: To 5-methoxy-2,3,3-trimethyl-3H-indole (1.90 g) was added 3,5-dinitrobenzyl iodide (4.62 g) and 1,2-dichlorobenzene (10 ml). The mixture was heated at 75° C. for 3 hours, during which time an orange solid separated. The mixture was then cooled in an ice bath and the solid fraction collected by filtration; it was washed sequentially with dichlorobenzene and diethyl ether and dried under vacuum to give the product (2.62 g). The product is OC1=C(C=CC(=C1)[N+](=O)[O-])NC(=O)NC1=C(C=CC=C1)C1=CC=CC=C1 (N-(2-hydroxy-4-nitrophenyl)-N′-(2-phenylphenyl)urea). RXN SMILES: [OH:1][C:2]1[CH:8]=[C:7]([N+:9]([O-:11])=[O:10])[CH:6]=[CH:5][C:3]=1[NH2:4].[C:12]1([C:18]2[CH:23]=[CH:22][CH:21]=[CH:20][C:19]=2[N:24]=[C:25]=[O:26])[CH:17]=[CH:16][CH:15]=[CH:14][CH:13]=1>>[OH:1][C:2]1[CH:8]=[C:7]([N+:9]([O-:11])=[O:10])[CH:6]=[CH:5][C:3]=1[NH:4][C:25]([NH:24][C:19]1[CH:20]=[CH:21][CH:22]=[CH:23][C:18]=1[C:12]1[CH:17]=[CH:16][CH:15]=[CH:14][CH:13]=1)=[O:26]. Procedure: N-(2-Hydroxy-4-nitrophenyl)-N′-(2-phenylphenyl)urea was prepared from 2-hydroxy 4-nitro aniline (500 mg, 3.24 mmol) and 2-phenyl phenyl isocyanate (3.24 mmol) according to the procedure in General Method B. The product was purified by dilution with methylene chloride and precipitation with hexanes. Filtering afforded the title compound (0.22 g, 19%). EI-MS m/z 350 (M+H)+ Yield: 19.4%. Reactants: OC1=C(N)C=CC(=C1)[N+](=O)[O-] (2-hydroxy 4-nitro aniline), C1(=CC=CC=C1)C1=C(C=CC=C1)N=C=O (2-phenyl phenyl isocyanate). The reactants are C1(CCCCC1)NC(OCC1=CC=CC=C1)=NC1CCCCC1 (Benzyl N,N′-dicyclohexylimidocarbamate), CN(C)C=O (DMF), NC1=C(C(=O)O)C=CC=C1[N+](=O)[O-] (2-amino-3-nitrobenzoic acid). Run in C(C)(=O)OCC.CCCCCC (ethyl acetate hexane). Conditions: temperature 70 celsius, time 2 hour. The product is NC1=C(C(=O)OCC2=CC=CC=C2)C=CC=C1[N+](=O)[O-] (benzyl 2-amino-3-nitrobenzoate). Isolated yield 78.0%. As a reaction SMILES: C1(NC(=NC2CCCCC2)O[CH2:10][C:11]2[CH:16]=[CH:15][CH:14]=[CH:13][CH:12]=2)CCCCC1.CN(C=O)C.[NH2:29][C:30]1[C:38]([N+:39]([O-:41])=[O:40])=[CH:37][CH:36]=[CH:35][C:31]=1[C:32]([OH:34])=[O:33]>C(OCC)(=O)C.CCCCCC>[NH2:29][C:30]1[C:38]([N+:39]([O-:41])=[O:40])=[CH:37][CH:36]=[CH:35][C:31]=1[C:32]([O:34][CH2:10][C:11]1[CH:16]=[CH:15][CH:14]=[CH:13][CH:12]=1)=[O:33] |f:3.4|. Procedure: Benzyl N,N′-dicyclohexylimidocarbamate (0.82 g) was added to a DMF (3 mL) solution of 2-amino-3-nitrobenzoic acid (0.36 g), followed by heating up to 70° C. and stirring for 2 hours. The reaction mixture was cooled to room temperature, then an ethyl acetate/ether (1/1) solution was poured into it, and the insoluble matter was separated by filtration. The filtrate was washed with aqueous sodium hydrogencarbonate solution and water in that order, and the solvent was evaporated under reduced pressu... Reactants: [OH-].[Na+] (NaOH), C1CCOC1 (THF), C1=C(C=CC2=CC=CC=C12)Cl (2-naphthyl chloride), Cl.NC1=C(C=C(O)C=C1)O (4-aminoresorcinol hydrochloride). The solvent is CO (methanol), O (water). Conditions: time 2 hour. Yields the product C1=C(C=CC2=CC=CC=C12)C=1OC2=C(N1)C=CC(=C2)O (2-(2-naphthyl)-6-hydroxybenzoxazole). The yield is 47.5%. Reaction SMILES: [CH:1]1[C:10]2[C:5](=[CH:6][CH:7]=[CH:8][CH:9]=2)[CH:4]=[CH:3][C:2]=1Cl.Cl.[NH2:13][C:14]1[CH:20]=[CH:19][C:17]([OH:18])=[CH:16][C:15]=1[OH:21].[OH-].[Na+].[CH2:24]1COCC1>CO.O>[CH:1]1[C:10]2[C:5](=[CH:6][CH:7]=[CH:8][CH:9]=2)[CH:4]=[CH:3][C:2]=1[C:24]1[O:21][C:15]2[CH:16]=[C:17]([OH:18])[CH:19]=[CH:20][C:14]=2[N:13]=1 |f:1.2,3.4|. Procedure: 20 g (104.9 mmol) of 2-naphthyl chloride and 2.5 g (15.5 mmol) of 4-aminoresorcinol hydrochloride were introduced into a three-necked flask provided with a thermometer and a cooling condenser, and the mixture was heated at 135° to 205° C. for 1 hour, then excessive acid chloride was removed by distillation. To the residue, 8.3 g (207.5 mmol) of NaOH, 60 ml of THF, 60 ml of water and 30 ml of methanol were added, and the mixture was stirred at room temperature for about 2 hours. The reaction solu...